This data is from the Open Reaction Database (ORD), a public repository of structured organic reaction records. The task is: describe an organic reaction: reactants, conditions, products, and yield Starting materials: Cl.ClC1=CC=C(C=C1)CCOCC(=N)N (2-[2-(4-chloro-phenyl)-ethoxy]-acetamidine hydrochloride), CN(C)C(=[N+](C)C)ON1C2=C(C=CC=C2)N=N1.[B-](F)(F)(F)F (TBTU), CCN(C(C)C)C(C)C (DIPEA), ClC1=C(C(=O)O)C=C(C=N1)Cl (2,5-dichloronicotinic acid). The product is ClC1=C(C(=O)NC(COCCC2=CC=C(C=C2)Cl)=N)C=C(C=N1)Cl (2,5-dichloro-N-{2-[2-(4-chloro-phenyl)-ethoxy]-1-imino-ethyl}-nicotinamide). As a reaction SMILES: [Cl:1][C:2]1[N:10]=[CH:9][C:8]([Cl:11])=[CH:7][C:3]=1[C:4]([OH:6])=O.Cl.[Cl:13][C:14]1[CH:19]=[CH:18][C:17]([CH2:20][CH2:21][O:22][CH2:23][C:24]([NH2:26])=[NH:25])=[CH:16][CH:15]=1.CN(C(ON1N=NC2C=CC=CC1=2)=[N+](C)C)C.[B-](F)(F)(F)F.CCN(C(C)C)C(C)C>>[Cl:1][C:2]1[N:10]=[CH:9][C:8]([Cl:11])=[CH:7][C:3]=1[C:4]([NH:26][C:24](=[NH:25])[CH2:23][O:22][CH2:21][CH2:20][C:17]1[CH:18]=[CH:19][C:14]([Cl:13])=[CH:15][CH:16]=1)=[O:6] |f:1.2,3.4|. Procedure details: In analogy to the procedure described in example 78.3, 2,5-dichloronicotinic acid was reacted with 2-[2-(4-chloro-phenyl)-ethoxy]-acetamidine hydrochloride in the presence of TBTU and DIPEA to give 2,5-dichloro-N-{2-[2-(4-chloro-phenyl)-ethoxy]-1-imino-ethyl}-nicotinamide as yellow oil. MS: m/e=388.1 [M+H+].